This data is from the Open Reaction Database (ORD), a public repository of structured organic reaction records. The task is: describe an organic reaction: reactants, conditions, products, and yield The reactants are CC1(SC2=CC=C(C=C2C(C1)=O)C#C[Si](C)(C)C)C (2,2-dimethyl-6-trimethylsilanylethynyl-thiochroman-4-one), CC1(SC2=CC=C(C=C2C(C1)=O)C#C[Si](C)(C)C)C (2,2-dimethyl-6-trimethylsilanylethynyl-thiochroman-4-one), C(=O)([O-])[O-].[K+].[K+] (K2CO3). Solvent: CO (MeOH), O (H2O). Yields the product C(#C)C=1C=C2C(CC(SC2=CC1)(C)C)=O (6-Ethynyl-2,2-dimethylthiochroman-4-one). Isolated yield 98.5%. Reaction SMILES: [CH3:1][C:2]1([CH3:19])[CH2:11][C:10](=[O:12])[C:9]2[C:4](=[CH:5][CH:6]=[C:7]([C:13]#[C:14][Si](C)(C)C)[CH:8]=2)[S:3]1.C([O-])([O-])=O.[K+].[K+]>CO.O>[C:13]([C:7]1[CH:8]=[C:9]2[C:4](=[CH:5][CH:6]=1)[S:3][C:2]([CH3:1])([CH3:19])[CH2:11][C:10]2=[O:12])#[CH:14] |f:1.2.3|. Procedure details: A solution of 2,2-dimethyl-6-trimethylsilanylethynyl-thiochroman-4-one (Compound 221, 110.0 mg, 0.38 mmol) and K2CO3 (40.0 mg, 0.29 mmol) in 10.0 mL MeOH was stirred overnight at room temperature. The solution was diluted with H2O and extracted with Et2O. The combined organic layers were washed with H2O and saturated aqueous NaCl and dried over MgSO4. Removal of the solvent under reduced pressure afforded 81 mg (99%) of the title compound as an orange oil. 1H NMR (300 MHz, CDCl3) δ:8.20 (1H, d, ... Starting materials: O=C1NCCC12CCN(S(=O)(=O)c1ccccc1C(F)(F)F)CC2, O=C1N(c2ccc(C(O)C(F)(F)F)cc2)CCC12CCN(S(=O)(=O)c1ccccc1C(F)(F)F)CC2, CC(C)(O)c1ccc(I)cc1. Product: CC(C)(O)c1ccc(N2CCC3(CCN(S(=O)(=O)c4ccccc4C(F)(F)F)CC3)C2=O)cc1. As a reaction SMILES: [F:1][C:2]([c:3]1[c:4]([S:9](=[O:10])(=[O:11])[N:12]2[CH2:13][CH2:14][C:15]3([CH2:16][CH2:17][NH:18][C:19]3=[O:20])[CH2:21][CH2:22]2)[cH:5][cH:6][cH:7][cH:8]1)([F:23])[F:24].[F:25][C:26]([F:27])([F:28])[CH:29]([c:30]1[cH:31][cH:32][c:33]([N:34]2[CH2:35][CH2:36][C:37]3([CH2:38][CH2:39][N:40]([S:41]([c:42]4[cH:43][cH:44][cH:45][cH:46][c:47]4[C:48]([F:49])([F:50])[F:51])(=[O:52])=[O:53])[CH2:54][CH2:55]3)[C:56]2=[O:57])[cH:58][cH:59]1)[OH:60].[I:61][c:62]1[cH:63][cH:64][c:65]([C:68]([CH3:69])([CH3:70])[OH:71])[cH:66][cH:67]1>>[F:1][C:2]([c:3]1[c:4]([S:9](=[O:10])(=[O:11])[N:12]2[CH2:13][CH2:14][C:15]3([CH2:16][CH2:17][N:18]([c:62]4[cH:63][cH:64][c:65]([C:68]([CH3:69])([CH3:70])[OH:71])[cH:66][cH:67]4)[C:19]3=[O:20])[CH2:21][CH2:22]2)[cH:5][cH:6][cH:7][cH:8]1)([F:23])[F:24]. Reactants: FC1=CC=C2CCC(C2=C1)NC1=NC2=CC=C(C=C2C=C1)N (rac-N2-(6-fluoro-indan-1-yl)-quinoline-2,6-diamine), C(C)(C)N=C=O (isopropyl isocyanate). Product: FC1=CC=C2CCC(C2=C1)NC1=NC2=CC=C(C=C2C=C1)NC(=O)NC(C)C (rac-1-[2-(6-Fluoro-indan-1-ylamino)-quinolin-6-yl]-3-isopropyl-urea). As a reaction SMILES: [F:1][C:2]1[CH:10]=[C:9]2[C:5]([CH2:6][CH2:7][CH:8]2[NH:11][C:12]2[CH:21]=[CH:20][C:19]3[C:14](=[CH:15][CH:16]=[C:17]([NH2:22])[CH:18]=3)[N:13]=2)=[CH:4][CH:3]=1.[CH:23]([N:26]=[C:27]=[O:28])([CH3:25])[CH3:24]>>[F:1][C:2]1[CH:10]=[C:9]2[C:5]([CH2:6][CH2:7][CH:8]2[NH:11][C:12]2[CH:21]=[CH:20][C:19]3[C:14](=[CH:15][CH:16]=[C:17]([NH:22][C:27]([NH:26][CH:23]([CH3:25])[CH3:24])=[O:28])[CH:18]=3)[N:13]=2)=[CH:4][CH:3]=1. Procedure details: The title compound was prepared in accordance with the general method described in example 3 from rac-N2-(6-fluoro-indan-1-yl)-quinoline-2,6-diamine and isopropyl isocyanate; MS: m/e=379.4 (M+H+). Starting materials: C(=O)(C(F)(F)F)O (TFA), ClC1=NC2=C(C=CC=C2C=C1)C1=CC=2C(NCC(C2N1)CC)=O (rac-2-(2-chloroquinolin-8-yl)-7-ethyl-6,7-dihydro-1H-pyrrolo[3,2-c]pyridin-4(5H)-one), NC1=CC=CC=C1 (aniline), [Li+].C[Si](C)(C)[N-][Si](C)(C)C (LHMDS). Conditions: time 2 hour. Product: C(C)C1C2=C(C(NC1)=O)C=C(N2)C=2C=CC=C1C=CC(=NC21)NC2=CC=CC=C2 (rac-7-ethyl-2-(2-(phenylamino)quinolin-8-yl)-6,7-dihydro-1H-pyrrolo[3,2-c]pyridin-4(5H)-one). The yield is 23.9%. RXN SMILES: Cl[C:2]1[CH:11]=[CH:10][C:9]2[C:4](=[C:5]([C:12]3[NH:20][C:19]4[CH:18]([CH2:21][CH3:22])[CH2:17][NH:16][C:15](=[O:23])[C:14]=4[CH:13]=3)[CH:6]=[CH:7][CH:8]=2)[N:3]=1.[NH2:24][C:25]1[CH:30]=[CH:29][CH:28]=[CH:27][CH:26]=1.[Li+].C[Si]([N-][Si](C)(C)C)(C)C.C(O)(C(F)(F)F)=O>>[CH2:21]([CH:18]1[CH2:17][NH:16][C:15](=[O:23])[C:14]2[CH:13]=[C:12]([C:5]3[CH:6]=[CH:7][CH:8]=[C:9]4[C:4]=3[N:3]=[C:2]([NH:24][C:25]3[CH:30]=[CH:29][CH:28]=[CH:27][CH:26]=3)[CH:11]=[CH:10]4)[NH:20][C:19]1=2)[CH3:22] |f:2.3|. Reported procedure: A mixture of 2-(2-chloroquinolin-8-yl)-7-ethyl-6,7-dihydro-1H-pyrrolo[3,2-c]pyridin-4(5H)-one (Example 22; 0.075 g, 0.230 mmol) and aniline (0.105 ml, 1.151 mmol) was treated with LHMDS (1.0 M in THF; 1.151 ml, 1.151 mmol) at RT. After 2 h, the reaction was concentrated, then dissolved in DMSO and treated with TFA (0.089 ml, 1.151 mmol). This material was purified by rpHPLC (Phenomenex Gemini 150×30 mm C18 column, 10-70% ACN/H2O with 0.1% TFA); product-containing fractions were treated with satu... Yields the product Cc1c(C)c2c(c(C)c1OCc1ccccc1)CCC(C)(CC(=O)Cl)O2. RXN SMILES: [CH2:1]([c:2]1[cH:3][cH:4][cH:5][cH:6][cH:7]1)[O:8][c:9]1[c:10]([CH3:26])[c:11]2[c:16]([c:17]([CH3:20])[c:18]1[CH3:19])[O:15][C:14]([CH3:21])([CH2:22][C:23](=[O:24])[OH:25])[CH2:13][CH2:12]2.[Cl:27][C:28]([C:29]([Cl:30])=[O:31])=[O:32]>>[CH2:1]([c:2]1[cH:3][cH:4][cH:5][cH:6][cH:7]1)[O:8][c:9]1[c:10]([CH3:26])[c:11]2[c:16]([c:17]([CH3:20])[c:18]1[CH3:19])[O:15][C:14]([CH3:21])([CH2:22][C:23](=[O:24])[Cl:27])[CH2:13][CH2:12]2. The reactants are Cc1c(C)c2c(c(C)c1OCc1ccccc1)CCC(C)(CC(=O)O)O2, O=C(Cl)C(=O)Cl. Starting materials: ClCCCOC1=CC=C(C(=O)N)C=C1 (4-(3-chloropropoxy)benzamide), BrCC(C(=O)OCC)=O (ethyl bromopyruvate). The solvent is C(CC)#N (propionitrile). Run at time 24 hour. Product: ClCCCOC1=CC=C(C=C1)C=1OC=C(N1)C(=O)OCC (ethyl 2-[4-(3-chloropropoxy)phenyl]-1,3-oxazole-4-carboxylate). The yield is 41.0%. Reaction SMILES: [Cl:1][CH2:2][CH2:3][CH2:4][O:5][C:6]1[CH:14]=[CH:13][C:9]([C:10]([NH2:12])=[O:11])=[CH:8][CH:7]=1.Br[CH2:16][C:17](=O)[C:18]([O:20][CH2:21][CH3:22])=[O:19]>C(#N)CC>[Cl:1][CH2:2][CH2:3][CH2:4][O:5][C:6]1[CH:14]=[CH:13][C:9]([C:10]2[O:11][CH:16]=[C:17]([C:18]([O:20][CH2:21][CH3:22])=[O:19])[N:12]=2)=[CH:8][CH:7]=1. Procedure details: A mixture of 4-(3-chloropropoxy)benzamide ax54 (3.55 g, 16.6 mmol, 1 eq) and ethyl bromopyruvate (3.24 g, 16.6 mmol, 1 eq) in propionitrile (60 ml) is heated at reflux. After 24 h, the solvent is evaporated, and the residue is taken up in ethyl acetate and washed two times with an aqueous solution of sodium hydrogenocarbonate. The organic layer is dried over magnesium sulfate, filtered and concentrated under vacuum. Purification by chromatography over silicagel (eluent: dichloromethane/hexane 90... Reactants: ice, [Cl-].[NH4+] (ammonium chloride), solution, [Cl-].[Mg+2].[Cl-] (magnesium chloride), ClC1=C2C(NC=N1)=NC=C2 (4-chloro-1H-pyrrolo[2,3-d]pyrimidine), ferric acetylacetonate, C1CCOC1 (THF), C1CCOC1 (THF). Reaction conditions: time 8 hour. The product is CC=1C2=C(N=CN1)NC=C2 (4-Methyl-7H-pyrrolo[2,3-d]pyrimidine). Yield: 69.0%. RXN SMILES: [Cl-].[Mg+2].[Cl-].Cl[C:5]1[N:10]=[CH:9][NH:8][C:7]2=[N:11][CH:12]=[CH:13][C:6]=12.[Cl-].[NH4+].[CH2:16]1COCC1>>[CH3:16][C:5]1[C:6]2[CH:13]=[CH:12][NH:11][C:7]=2[N:8]=[CH:9][N:10]=1 |f:0.1.2,4.5|. Procedure details: A 3.00 M solution of magnesium chloride in THF (13.0 mL, 39.0 mmol) was added dropwise to a stirred solution of 4-chloro-1H-pyrrolo[2,3-d]pyrimidine (2.50 g, 16.3 mmol) and ferric acetylacetonate (700. mg 1.98 mmol) in THF (30.0 mL) under an atmosphere of argon. The resulting reaction mixture was stirred at rt for 8 h. The mixture was poured onto a mixture of ice (100 mL) and ammonium chloride (1.00 g) and the mixture was extracted with chloroform. Volatiles were removed in vacuo, and C-18 colum... Reactants: C(#N)C=1C(=C(SC1I)C(=O)OCC)I (ethyl 4-cyano-3,5-diiodothiophene-2-carboxylate), C[Sn](C1=CC(=NC=C1)NC(C)=O)(C)C (N-[4-(trimethylstannyl)pyridin-2-yl]acetamide), [Cl-].[Li+] (lithium chloride). The reagents and catalysts are [Cu]I (copper(I) iodide), C=1C=CC(=CC1)[P](C=2C=CC=CC2)(C=3C=CC=CC3)[Pd]([P](C=4C=CC=CC4)(C=5C=CC=CC5)C=6C=CC=CC6)([P](C=7C=CC=CC7)(C=8C=CC=CC8)C=9C=CC=CC9)[P](C=1C=CC=CC1)(C=1C=CC=CC1)C=1C=CC=CC1 (tetrakis(triphenylphosphine)palladium(0)). Run in O1CCOCC1 (dioxane). Reaction conditions: temperature 110 celsius. Product: C(C)(=O)NC1=NC=CC(=C1)C1=C(C(=C(S1)C(=O)OCC)I)C#N (Ethyl 5-[2-(acetylamino)pyridin-4-yl]-4-cyano-3-iodothiophene-2-carboxylate). Yield: 64.9%. As a reaction SMILES: [C:1]([C:3]1[C:4]([I:14])=[C:5]([C:9]([O:11][CH2:12][CH3:13])=[O:10])[S:6][C:7]=1I)#[N:2].C[Sn](C)(C)[C:17]1[CH:22]=[CH:21][N:20]=[C:19]([NH:23][C:24](=[O:26])[CH3:25])[CH:18]=1.[Cl-].[Li+]>O1CCOCC1.[Cu]I.C1C=CC([P]([Pd]([P](C2C=CC=CC=2)(C2C=CC=CC=2)C2C=CC=CC=2)([P](C2C=CC=CC=2)(C2C=CC=CC=2)C2C=CC=CC=2)[P](C2C=CC=CC=2)(C2C=CC=CC=2)C2C=CC=CC=2)(C2C=CC=CC=2)C2C=CC=CC=2)=CC=1>[C:24]([NH:23][C:19]1[CH:18]=[C:17]([C:7]2[S:6][C:5]([C:9]([O:11][CH2:12][CH3:13])=[O:10])=[C:4]([I:14])[C:3]=2[C:1]#[N:2])[CH:22]=[CH:21][N:20]=1)(=[O:26])[CH3:25] |f:2.3,^1:42,44,63,82|. Procedure: To a solution of ethyl 4-cyano-3,5-diiodothiophene-2-carboxylate (0.473 g, 1.09 mmol) and N-[4-(trimethylstannyl)pyridin-2-yl]acetamide (0.392 g, 1.31 mmol) in dioxane (10.2 mL) was added lithium chloride (0.139 g, 3.28 mmol), copper(I) iodide (0.0624 g, 0.328 mmol), and tetrakis(triphenylphosphine)palladium(0) (0.0947 g, 0.0819 mmol). The reaction flask was evacuated and backfilled with argon, then the solution was heated at 110° C. for 2 hours. The mixture was cooled to room temperature and a ... As a reaction SMILES: [C:1]([C:5]1[CH:6]=[C:7]([C:12]2[CH2:17][CH2:16][CH:15]([C:18]3[CH:23]=[CH:22][C:21]([OH:24])=[CH:20][CH:19]=3)[CH2:14][CH:13]=2)[CH:8]=[CH:9][C:10]=1[OH:11])([CH3:4])([CH3:3])[CH3:2]>[Ni].C(O)(C)C>[OH:24][C:21]1[CH:22]=[CH:23][C:18]([CH:15]2[CH2:14][CH2:13][CH:12]([C:7]3[CH:8]=[CH:9][C:10]([OH:11])=[C:5]([C:1]([CH3:4])([CH3:3])[CH3:2])[CH:6]=3)[CH2:17][CH2:16]2)=[CH:19][CH:20]=1. Isolated yield 101.2%. Procedure details: 26.6 g (0.081 mol) of 1-(3-t-butyl-4-hydroxyphenyl)-4-(4-hydroxyphenyl)-1-cyclohexene obtained in Example 4 of Example A, 266 g of isopropyl alcohol and 5.5 g of Raney nickel catalyst were placed in a reaction vessel (1L capacity autoclave), and then in the same manner as in Example 3, 26.6 g of 4-(4′-(4″-hydroxyphenyl)-cyclohexyl)-2-t-butyl-1-hydroxybenzene was obtained as white crystals having a purity of 97.9% (high performance liquid chromatography). The yield was found to be 99.2 mol % base... Product: 1L, OC1=CC=C(C=C1)C1CCC(CC1)C1=CC(=C(C=C1)O)C(C)(C)C (4-(4′-(4″-hydroxyphenyl)-cyclohexyl)-2-t-butyl-1-hydroxybenzene). Run in C(C)(C)O (isopropyl alcohol). The reagents and catalysts are [Ni] (Raney nickel). The reactants are C(C)(C)(C)C=1C=C(C=CC1O)C1=CCC(CC1)C1=CC=C(C=C1)O (1-(3-t-butyl-4-hydroxyphenyl)-4-(4-hydroxyphenyl)-1-cyclohexene).